Dataset: the Open Reaction Database (ORD), a public repository of structured organic reaction records. Task: describe an organic reaction: reactants, conditions, products, and yield Starting materials: O1CCN(CC2=C1C=CC=C2)S(=O)(=O)Cl (2,3-dihydro-5H-benzo[f][1,4]oxazepine-4-sulfonyl chloride), 30a, NC1=NC=CC2=C1C=C(S2)CC(C(=O)N2CCC(CC2)C)NS(=O)(=O)C2=CC=C(C=C2)OC2CCOCC2 (N-[1-(4-Amino-thieno[3,2-c]pyridin-2-ylmethyl)-2-(4-methyl-piperidin-1-yl)-2-oxo-ethyl]-4-(tetrahydropyran-4-yloxy)-benzenesulfonamide). Yields the product NC1=NC=CC2=C1C=C(S2)CC(C(=O)N2CCC(CC2)C)NS(=O)(=O)N2CCOC1=C(C2)C=CC=C1 (2.3-Dihydro-5H-benzo[f][1,4]oxazepine-4-sulfonic acid [1-(4-amino-thieno[32-c]pyridin-2-ylmethyl)-2-(4-methyl-piperidin-1-yl)-2-oxo-ethyl]-amide). As a reaction SMILES: [O:1]1[C:7]2[CH:8]=[CH:9][CH:10]=[CH:11][C:6]=2[CH2:5][N:4]([S:12](Cl)(=[O:14])=[O:13])[CH2:3][CH2:2]1.[NH2:16][C:17]1[C:22]2[CH:23]=[C:24]([CH2:26][CH:27]([NH:37]S(C3C=CC(OC4CCOCC4)=CC=3)(=O)=O)[C:28]([N:30]3[CH2:35][CH2:34][CH:33]([CH3:36])[CH2:32][CH2:31]3)=[O:29])[S:25][C:21]=2[CH:20]=[CH:19][N:18]=1>>[NH2:16][C:17]1[C:22]2[CH:23]=[C:24]([CH2:26][CH:27]([NH:37][S:12]([N:4]3[CH2:5][C:6]4[CH:11]=[CH:10][CH:9]=[CH:8][C:7]=4[O:1][CH2:2][CH2:3]3)(=[O:14])=[O:13])[C:28]([N:30]3[CH2:31][CH2:32][CH:33]([CH3:36])[CH2:34][CH2:35]3)=[O:29])[S:25][C:21]=2[CH:20]=[CH:19][N:18]=1. Procedure details: This compound was prepared from 200 mg of 2,3-dihydro-5H-benzo[f][1,4]oxazepine-4-sulfonyl chloride and 210 mg of 30a using the procedure described for 58c. Yield: 80 mg (oil), (+)-FAB-MS: 530 (MH+).